Dataset: the Open Reaction Database (ORD), a public repository of structured organic reaction records. Task: describe an organic reaction: reactants, conditions, products, and yield The reactants are ClC=1C=C(CNCCCNC=2NC3=CC=CC=C3C(C2)=O)C=CC1Cl (2-[3-(3,4-Dichlorobenzylamino)prop-1-ylamino]-1H-quinolin-4-one), C(#N)[BH3-].[Na+] (sodium cyanoborohydride), C=O (formaldehyde). The solvent is CO (methanol), CO (methanol), C(C)(=O)O (acetic acid). Conditions: time 4 hour. The product is N (NH3), ClC=1C=C(CN(C)CCCNC=2NC3=CC=CC=C3C(C2)=O)C=CC1Cl (2-{3-[N-(3,4-Dichlorobenzyl)-N-methylamino]prop-1-ylamino}-1H-quinolin-4-one). Isolated yield 197.6%. RXN SMILES: [Cl:1][C:2]1[CH:3]=[C:4]([CH:22]=[CH:23][C:24]=1[Cl:25])[CH2:5][NH:6][CH2:7][CH2:8][CH2:9][NH:10][C:11]1[NH:12][C:13]2[C:18]([C:19](=[O:21])[CH:20]=1)=[CH:17][CH:16]=[CH:15][CH:14]=2.[C:26]([BH3-])#N.[Na+].C=O>CO.C(O)(=O)C>[NH3:6].[Cl:1][C:2]1[CH:3]=[C:4]([CH:22]=[CH:23][C:24]=1[Cl:25])[CH2:5][N:6]([CH2:7][CH2:8][CH2:9][NH:10][C:11]1[NH:12][C:13]2[C:18]([C:19](=[O:21])[CH:20]=1)=[CH:17][CH:16]=[CH:15][CH:14]=2)[CH3:26] |f:1.2|. Procedure: 2-[3-(3,4-Dichlorobenzylamino)prop-1-ylamino]-1H-quinolin-4-one (0.026 g, 0.07 mmol) was dissolved in methanol (2 ml) and acetic acid (0.05 ml). This was cooled in an ice bath and treated sequentially with sodium cyanoborohydride (6.3 mg, 0.1 mmol) in methanol (0.4 ml) and formaldehyde (3.7% in water/methanol, 0.057 ml, 0.07 mmol) then stirred for 4 h. The reaction mixture was purified by chromatography on a SCX cartridge, eluting with methanol and then 0.2M NH3 in methanol to give the title com... The reactants are O=c1c(CBr)c(-c2ccc(O)cc2)oc2ccccc12, CC(=O)O, CC(=O)[O-], [Na+]. The product is O=c1c(CO)c(-c2ccc(O)cc2)oc2ccccc12. As a reaction SMILES: [Br:1][CH2:2][c:3]1[c:4](-[c:14]2[cH:15][cH:16][c:17]([OH:20])[cH:18][cH:19]2)[o:5][c:6]2[cH:7][cH:8][cH:9][cH:10][c:11]2[c:12]1=[O:13].[C:26]([OH:27])(=[O:28])[CH3:29].[CH3:22][C:23]([O-:24])=[O:25].[Na+:21]>>[CH2:2]([c:3]1[c:4](-[c:14]2[cH:15][cH:16][c:17]([OH:20])[cH:18][cH:19]2)[o:5][c:6]2[cH:7][cH:8][cH:9][cH:10][c:11]2[c:12]1=[O:13])[OH:24].